This data is from the Open Reaction Database (ORD), a public repository of structured organic reaction records. The task is: describe an organic reaction: reactants, conditions, products, and yield The reactants are Ice, O1CCCC1 (tetrahydrofuran), C(C)OC([C@@H](CCC(=O)C1=CC=C(C=C1)Cl)NC(=O)OC(C)(C)C)=O ((R)-2-t-butoxycarbonylamino-5-(4-chlorophenyl)-5-oxovaleric acid ethyl ester), O (Water). Solvent: C(C)(=O)OCC (ethyl acetate). Reaction conditions: time 13 hour. Yields the product C(C)(C)(C)OC(=O)N1[C@@H](CC[C@@H]1CO)C1=CC=C(C=C1)Cl ((2S,5R)-2-(4-chlorophenyl)-5-hydroxymethyl-pyrrolidine-1-carboxylic acid t-butyl ester). Isolated yield 104.4%. As a reaction SMILES: O1CCCC1.C([O:8][C:9](=O)[C@H:10]([NH:22][C:23]([O:25][C:26]([CH3:29])([CH3:28])[CH3:27])=[O:24])[CH2:11][CH2:12][C:13]([C:15]1[CH:20]=[CH:19][C:18]([Cl:21])=[CH:17][CH:16]=1)=O)C.O>C(OCC)(=O)C>[C:26]([O:25][C:23]([N:22]1[C@@H:10]([CH2:9][OH:8])[CH2:11][CH2:12][C@H:13]1[C:15]1[CH:20]=[CH:19][C:18]([Cl:21])=[CH:17][CH:16]=1)=[O:24])([CH3:29])([CH3:28])[CH3:27]. Procedure: Ice-cold lithium borohydride (277 mg) was added to a tetrahydrofuran (40 mL) solution of (2R,5S)-5-(4-chlorophenyl)pyrrolidine-1,2-dicarboxylic acid 1-t-butyl ester 2-ethyl ester (3 g) obtained in Example 8. Stirring was continued for 30 minutes at the same temperature and for 13 hours at room temperature. Water and ethyl acetate were added, and the organic layer was partitioned. The organic layer was washed with brine and was dried over anhydrous magnesium sulfate. The solvent was removed under... Reactants: CC1=CC=C(C=C1)S(=O)(=O)OCCOC1=CC=C(C=C1)C[C@@H]([C@@H](CN(CC(C)C)S(=O)(=O)C1=CC2=C(OCO2)C=C1)O)NC(=O)O[C@H]1CO[C@H]2OCC[C@H]21 (2-(4-{(2S,3R)-2-({[(3R,3aS,6aR)-Hexahydrofuro[2,3-b]furan-3-yloxy]carbonyl}amino)-4-[(1,3-benzodioxol-5-ylsulfonyl)(isobutyl)amino]-3-hydroxybutyl}phenoxy)ethyl 4-methylbenzenesulfonate), S1CNCC1 (thiazolidine), CS(=O)C (dimethylsulfoxide). Run in O (water). Reaction conditions: temperature 70 celsius. Yields the product O1COC2=C1C=CC(=C2)S(=O)(=O)N(C[C@H]([C@H](CC2=CC=C(C=C2)OCCN2CSCC2)NC(O[C@H]2CO[C@H]1OCC[C@H]12)=O)O)CC(C)C ((3R,3aS,6aR)-Hexahydrofuro[2,3-b]furan-3-yl (1S,2R)-3-[(1,3-benzodioxol-5-ylsulfonyl)(isobutyl)amino]-2-hydroxy-1-{4-[2-(1,3-thiazolidin-3-yl)ethoxy]benzyl}propylcarbamate). Isolated yield 58.9%. As a reaction SMILES: CC1C=CC(S(O[CH2:12][CH2:13][O:14][C:15]2[CH:20]=[CH:19][C:18]([CH2:21][C@H:22]([NH:43][C:44]([O:46][C@@H:47]3[C@H:54]4[C@H:50]([O:51][CH2:52][CH2:53]4)[O:49][CH2:48]3)=[O:45])[C@H:23]([OH:42])[CH2:24][N:25]([S:30]([C:33]3[CH:41]=[CH:40][C:36]4[O:37][CH2:38][O:39][C:35]=4[CH:34]=3)(=[O:32])=[O:31])[CH2:26][CH:27]([CH3:29])[CH3:28])=[CH:17][CH:16]=2)(=O)=O)=CC=1.[S:55]1[CH2:59][CH2:58][NH:57][CH2:56]1.CS(C)=O>O>[O:37]1[C:36]2[CH:40]=[CH:41][C:33]([S:30]([N:25]([CH2:26][CH:27]([CH3:29])[CH3:28])[CH2:24][C@@H:23]([OH:42])[C@@H:22]([NH:43][C:44](=[O:45])[O:46][C@@H:47]3[C@H:54]4[C@H:50]([O:51][CH2:52][CH2:53]4)[O:49][CH2:48]3)[CH2:21][C:18]3[CH:17]=[CH:16][C:15]([O:14][CH2:13][CH2:12][N:57]4[CH2:58][CH2:59][S:55][CH2:56]4)=[CH:20][CH:19]=3)(=[O:32])=[O:31])=[CH:34][C:35]=2[O:39][CH2:38]1. Procedure: A mixture of 2-(4-{(2S,3R)-2-({[(3R,3aS,6aR)-Hexahydrofuro[2,3-b]furan-3-yloxy]carbonyl}amino)-4-[(1,3-benzodioxol-5-ylsulfonyl)(isobutyl)amino]-3-hydroxybutyl}phenoxy)ethyl 4-methylbenzenesulfonate (50 mg, 0.06 mmol), thiazolidine (0.02 mL, 0.02 g, 0.25 mmol) and dimethylsulfoxide (1 mL) was heated to 70° C. under nitrogen atmosphere for 2 h. The mixture was diluted with water and extracted with ethyl ether (2×). The organic phase was dried (sodium sulfate), evaporated, and the residue was puri... Starting materials: Brc1ccc2[nH]ccc2c1, CI, CS(C)=O, [Na+], [OH-], O. Product: Cn1ccc2cc(Br)ccc21. RXN SMILES: [Br:1][c:2]1[cH:3][c:4]2[cH:5][cH:6][nH:7][c:8]2[cH:9][cH:10]1.[CH3:13][I:14].[CH3:15][S:16](=[O:17])[CH3:18].[Na+:12].[OH-:11].[OH2:19]>>[Br:1][c:2]1[cH:3][c:4]2[cH:5][cH:6][n:7]([CH3:13])[c:8]2[cH:9][cH:10]1. Reactants: FC(C=1C=C(C=C(C1)C(F)(F)F)C(C(=O)N(C=1C(=CC(=NC1)[C@H]1CC[C@@](N1)(C(=O)N)C)C1=C(C=C(C=C1)F)C)C)(C)C)(F)F ((5R)-5-[5-[{2-[3,5-bis(trifluoromethyl)phenyl]-2-methylpropanoyl}(methyl)amino]-4-(4-fluoro-2-methylphenyl)-2-pyridinyl]-2-methyl-D-prolinamide), FC(C=1C=C(C=C(C1)C(F)(F)F)C(C(=O)N(C=1C(=CC(=NC1)[C@H]1CC[C@@](N1)(C(=O)N)C)C1=C(C=C(C=C1)F)C)C)(C)C)(F)F ((5R)-5-[5-[{2-[3,5-bis(trifluoromethyl)phenyl]-2-methylpropanoyl}(methyl)amino]-4-(4-fluoro-2-methylphenyl)-2-pyridinyl]-2-methyl-D-prolinamide), C(C1=CC=CC=C1)(=O)O (benzoic acid). Solvent: C1(=CC=CC=C1)C (toluene), C1(=CC=CC=C1)C (Toluene). Run at temperature 40 celsius, time 3 day. Product: C(C1=CC=CC=C1)(=O)O.FC(C=1C=C(C=C(C1)C(F)(F)F)C(C(=O)N(C=1C(=CC(=NC1)[C@H]1CC[C@@](N1)(C(=O)N)C)C1=C(C=C(C=C1)F)C)C)(C)C)(F)F ((5R)-5-[5-[{2-[3,5-bis(trifluoromethyl)phenyl]-2-methylpropanoyl}(methyl)amino]-4-(4-fluoro-2-methylphenyl)-2-pyridinyl]-2-methyl-D-prolinamide benzoate). The yield is 62.6%. Reaction SMILES: [C:1]([OH:9])(=[O:8])[C:2]1[CH:7]=[CH:6][CH:5]=[CH:4][CH:3]=1.[F:10][C:11]([F:53])([F:52])[C:12]1[CH:13]=[C:14]([C:22]([CH3:51])([CH3:50])[C:23]([N:25]([CH3:49])[C:26]2[C:27]([C:41]3[CH:46]=[CH:45][C:44]([F:47])=[CH:43][C:42]=3[CH3:48])=[CH:28][C:29]([C@@H:32]3[NH:36][C@@:35]([CH3:40])([C:37]([NH2:39])=[O:38])[CH2:34][CH2:33]3)=[N:30][CH:31]=2)=[O:24])[CH:15]=[C:16]([C:18]([F:21])([F:20])[F:19])[CH:17]=1>C1(C)C=CC=CC=1>[C:1]([OH:9])(=[O:8])[C:2]1[CH:7]=[CH:6][CH:5]=[CH:4][CH:3]=1.[F:53][C:11]([F:10])([F:52])[C:12]1[CH:13]=[C:14]([C:22]([CH3:50])([CH3:51])[C:23]([N:25]([CH3:49])[C:26]2[C:27]([C:41]3[CH:46]=[CH:45][C:44]([F:47])=[CH:43][C:42]=3[CH3:48])=[CH:28][C:29]([C@@H:32]3[NH:36][C@@:35]([CH3:40])([C:37]([NH2:39])=[O:38])[CH2:34][CH2:33]3)=[N:30][CH:31]=2)=[O:24])[CH:15]=[C:16]([C:18]([F:19])([F:20])[F:21])[CH:17]=1 |f:3.4|. Reported procedure: Toluene (3.5 ml) was added to benzoic acid (102.65 mg, 1 eq) in order to dissolve the acid. The acid solution was then added to 500 mg of (5R)-5-[5-[{2-[3,5-bis(trifluoromethyl)phenyl]-2-methylpropanoyl}(methyl)amino]-4-(4-fluoro-2-methylphenyl)-2-pyridinyl]-2-methyl-D-prolinamide (Example 1). After heating to 40° C. and then cooling down to 20° C., the reaction was seeded with benzoate crystals of Example 1 which were obtained through a small scale evaporation experiment (50 mg) from toluene). ...